From a dataset of the Open Reaction Database (ORD), a public repository of structured organic reaction records. describe an organic reaction: reactants, conditions, products, and yield The reactants are COc1ccccc1N, CCOC(=O)c1cnc(SC)[nH]c1=O, CN(C)C=O. The product is CCOC(=O)c1cnc(Nc2ccccc2OC)[nH]c1=O. RXN SMILES: [CH3:15][O:16][c:17]1[c:18]([NH2:19])[cH:20][cH:21][cH:22][cH:23]1.[CH3:1][S:2][c:3]1[nH:4][c:5](=[O:14])[c:6]([C:9](=[O:10])[O:11][CH2:12][CH3:13])[cH:7][n:8]1.[O:24]=[CH:25][N:26]([CH3:27])[CH3:28]>>[c:3]1([NH:19][c:18]2[c:17]([O:16][CH3:15])[cH:23][cH:22][cH:21][cH:20]2)[nH:4][c:5](=[O:14])[c:6]([C:9](=[O:10])[O:11][CH2:12][CH3:13])[cH:7][n:8]1. Starting materials: ClC=1C=C(C=O)C=CC1 (3-chlorobenzaldehyde), ClC1=CC=C(CC2C(OC(OC2=O)(C)C)=O)C=C1 (5-(4-chlorobenzyl)-2,2-dimethyl-1,3-dioxane-4,6-dione), BrC=1C=C2C(=C(C(=NC2=CC1)Cl)CC1=CC=C(C=C1)Cl)Cl (6-bromo-2,4-dichloro-3-(4-chlorobenzyl)quinoline). Yields the product ClC=1C=C(CC2C(OC(OC2=O)(C)C)=O)C=CC1 (5-(3-Chlorobenzyl)-2,2-dimethyl-1,3-dioxane-4,6-dione). RXN SMILES: [Cl:1][C:2]1[CH:3]=[C:4]([CH:7]=[CH:8][CH:9]=1)[CH:5]=O.ClC1C=CC(C[CH:16]2[C:21](=[O:22])[O:20][C:19]([CH3:24])([CH3:23])[O:18][C:17]2=[O:25])=CC=1.BrC1C=C2C(=CC=1)N=C(Cl)C(CC1C=CC(Cl)=CC=1)=C2Cl>>[Cl:1][C:2]1[CH:3]=[C:4]([CH:7]=[CH:8][CH:9]=1)[CH2:5][CH:16]1[C:21](=[O:22])[O:20][C:19]([CH3:24])([CH3:23])[O:18][C:17]1=[O:25]. Procedure: The title compound was prepared using 3-chlorobenzaldehyde in place of 4-chlorobenzaldehyde using the procedure described for the preparation of 5-(4-chlorobenzyl)-2,2-dimethyl-1,3-dioxane-4,6-dione (Intermediate 3: step a). The reactants are C=CC(=O)OC, CO, [Na+], [OH-], Cc1c[nH]c(=O)[nH]c1=O. Yields the product COC(=O)CCn1cc(C)c(=O)[nH]c1=O. Reaction SMILES: [C:10]([CH:11]=[CH2:12])(=[O:13])[O:14][CH3:15].[CH3:18][OH:19].[Na+:17].[OH-:16].[nH:1]1[c:2](=[O:3])[nH:4][c:5](=[O:6])[c:7]([CH3:8])[cH:9]1>>[n:1]1([CH2:12][CH2:11][C:10](=[O:13])[O:14][CH3:15])[c:2](=[O:3])[nH:4][c:5](=[O:6])[c:7]([CH3:8])[cH:9]1. The solvent is ClCCl (dichloromethane). Yields the product OC1=CC=C(C=C1)C1=C(N=C(O1)CCC(=O)O)C1=CC=CC=C1 (5-(4-hydroxyphenyl)-4-phenyl-2-oxazolepropanoic acid). Procedure: 5-(4-methoxyphenyl)-4-phenyl-2-oxazolepropanoic acid (18.5 g, 0.056 m) dissolved in 700 ml dichloromethane was treated with boron tribromide (275 ml of 1M in dichloromethane) at 25° C. for twenty hours. The solution was poured into 1 l of ice and water and extracted with 2×500 ml of diethyl ether. The organic extracts were washed with water and extracted with 2×500 ml 1N sodium hydroxide. The basic aqueous solution was acidified with 12N hydrochloric acid to pH 2 and extracted with diethyl ether... Starting materials: COC1=CC=C(C=C1)C1=C(N=C(O1)CCC(=O)O)C1=CC=CC=C1 (5-(4-methoxyphenyl)-4-phenyl-2-oxazolepropanoic acid), ice, O (water), B(Br)(Br)Br (boron tribromide). RXN SMILES: C[O:2][C:3]1[CH:8]=[CH:7][C:6]([C:9]2[O:13][C:12]([CH2:14][CH2:15][C:16]([OH:18])=[O:17])=[N:11][C:10]=2[C:19]2[CH:24]=[CH:23][CH:22]=[CH:21][CH:20]=2)=[CH:5][CH:4]=1.B(Br)(Br)Br.O>ClCCl>[OH:2][C:3]1[CH:4]=[CH:5][C:6]([C:9]2[O:13][C:12]([CH2:14][CH2:15][C:16]([OH:18])=[O:17])=[N:11][C:10]=2[C:19]2[CH:20]=[CH:21][CH:22]=[CH:23][CH:24]=2)=[CH:7][CH:8]=1. Starting materials: C(CCCC)[C@@H]1CC[C@H](CC1)/C=C/COC1=CC=C(C=O)C=C1 (4-[(E)-3-(trans-4-pentylcyclohexyl)allyloxy]benzaldehyde), CC(=O)C.OS(=O)(=O)O.O=[Cr](=O)=O (Jones' reagent), O (water). Run in CC(=O)C (acetone). Reaction conditions: time 1 hour. Yields the product C(CCCC)[C@@H]1CC[C@H](CC1)/C=C/COC1=CC=C(C(=O)O)C=C1 (4-[(E)-3-(trans-4-pentylcyclohexyl)allyloxy]benzoic acid). As a reaction SMILES: [CH2:1]([C@H:6]1[CH2:11][CH2:10][C@H:9](/[CH:12]=[CH:13]/[CH2:14][O:15][C:16]2[CH:23]=[CH:22][C:19]([CH:20]=[O:21])=[CH:18][CH:17]=2)[CH2:8][CH2:7]1)[CH2:2][CH2:3][CH2:4][CH3:5].CC(C)=[O:26].OS(O)(=O)=O.O=[Cr](=O)=O.O>CC(C)=O>[CH2:1]([C@H:6]1[CH2:11][CH2:10][C@H:9](/[CH:12]=[CH:13]/[CH2:14][O:15][C:16]2[CH:17]=[CH:18][C:19]([C:20]([OH:26])=[O:21])=[CH:22][CH:23]=2)[CH2:8][CH2:7]1)[CH2:2][CH2:3][CH2:4][CH3:5] |f:1.2.3|. Procedure: A solution of 4 g of 4-[(E)-3-(trans-4-pentylcyclohexyl)allyloxy]benzaldehyde (Prepared according to Example 3) in 100 ml of acetone was treated dropwise with 10 ml of Jones' reagent. The mixture was stirred at room temperature for 1 hour and then poured into 100 ml of water. The preciPitate which thereby resulted was filtered off, washed portionwise with water and dried in a vacuum. The crude product was recrystallized from ethanol and gave 2,5 g of pure 4-[(E)-3-(trans-4-pentylcyclohexyl)allyl... The reactants are F[B-](F)(F)F.C(C)(C)(C)[PH+](C(C)(C)C)C(C)(C)C (Tri-t-butylphosphonium tetrafluoroborate), C[Si](C)(C)C#C (trimethylsilyl acetylene), BrC=1C=CC=2N(C1)C(=NN2)COC2=CC=NC1=CC(=CC=C21)OC (4-((6-bromo-[1,2,4]triazolo[4,3-a]pyridin-3-yl)methoxy)-7-methoxyquinoline). The reagents and catalysts are [Cu]I (CuI), C=1C=CC(=CC1)/C=C/C(=O)/C=C/C2=CC=CC=C2.C=1C=CC(=CC1)/C=C/C(=O)/C=C/C2=CC=CC=C2.C=1C=CC(=CC1)/C=C/C(=O)/C=C/C2=CC=CC=C2.[Pd].[Pd] (tris(dibenzylideneacetone)dipalladium). Solvent: C(C)N(CC)CC (triethylamine), O1CCOCC1 (dioxane). Run at temperature 80 celsius, time 30 minute. Product: C(#C)C=1C=CC=2N(C1)C(=NN2)COC2=CC=NC1=CC(=CC=C21)OC (4-((6-ethynyl-[1,2,4]triazolo[4,3-a]pyridin-3-yl)methoxy)-7-methoxyquinoline). RXN SMILES: F[B-](F)(F)F.[C:6]([PH+](C(C)(C)C)C(C)(C)C)(C)(C)[CH3:7].C[Si](C#C)(C)C.Br[C:26]1[CH:27]=[CH:28][C:29]2[N:30]([C:32]([CH2:35][O:36][C:37]3[C:46]4[C:41](=[CH:42][C:43]([O:47][CH3:48])=[CH:44][CH:45]=4)[N:40]=[CH:39][CH:38]=3)=[N:33][N:34]=2)[CH:31]=1>O1CCOCC1.C(N(CC)CC)C.C1C=CC(/C=C/C(/C=C/C2C=CC=CC=2)=O)=CC=1.C1C=CC(/C=C/C(/C=C/C2C=CC=CC=2)=O)=CC=1.C1C=CC(/C=C/C(/C=C/C2C=CC=CC=2)=O)=CC=1.[Pd].[Pd].[Cu]I>[C:6]([C:26]1[CH:27]=[CH:28][C:29]2[N:30]([C:32]([CH2:35][O:36][C:37]3[C:46]4[C:41](=[CH:42][C:43]([O:47][CH3:48])=[CH:44][CH:45]=4)[N:40]=[CH:39][CH:38]=3)=[N:33][N:34]=2)[CH:31]=1)#[CH:7] |f:0.1,6.7.8.9.10|. Procedure: Tri-t-butylphosphonium tetrafluoroborate (0.0377 g, 0.130 mmol), tris(dibenzylideneacetone)dipalladium (0.0594 g, 0.0649 mmol), trimethylsilyl acetylene (1.82 ml, 13.0 mmol), 4-((6-bromo-[1,2,4]triazolo[4,3-a]pyridin-3-yl)methoxy)-7-methoxyquinoline (0.500 g, 1.30 mmol) were taken up in dioxane (10 mL) and triethylamine (3 mL). Added CuI. Sealed in a tube and heated at 80° C. for 3 h. Concentrated. Took up in MeOH and added solid potassium carbonate (large excess). Allowed to stir for 30 min. Fi...